This data is from the Open Reaction Database (ORD), a public repository of structured organic reaction records. The task is: describe an organic reaction: reactants, conditions, products, and yield Reactants: CC([C@@H](C(=O)NC)NC(=O)N1N=C(C=2CN(CCC21)C)C2=C(C=C(C(=C2)F)F)F)(C)C ((S)-N-(3,3-dimethyl-1-(methylamino)-1-oxobutan-2-yl)-5-methyl-3-(2,4,5-trifluorophenyl)-4,5,6,7-tetrahydro-1H-pyrazolo[4,3-c]pyridine-1-carboxamide), FC=1C=C(C=CC1F)C1=NNC2=C1CN(CC2)C(=O)OC(C)(C)C (tert-butyl 3-(3,4-difluorophenyl)-6,7-dihydro-1H-pyrazolo[4,3-c]pyridine-5(4H)-carboxylate), C=O (formaldehyde). Yields the product FC=1C=C(C=CC1F)C1=NN(C2=C1CNCC2)C(=O)N[C@H](C(=O)NC)C(C)(C)C ((S)-3-(3,4-difluorophenyl)-N-(3,3-dimethyl-1-(methylamino)-1-oxobutan-2-yl)-4,5,6,7-tetrahydro-1H-pyrazolo[4,3-c]pyridine-1-carboxamide). As a reaction SMILES: [CH3:1][C:2]([CH3:31])([CH3:30])[C@H:3]([NH:8][C:9]([N:11]1[C:19]2[CH2:18][CH2:17][N:16](C)[CH2:15][C:14]=2[C:13]([C:21]2[CH:26]=[C:25]([F:27])[C:24]([F:28])=[CH:23][C:22]=2F)=[N:12]1)=[O:10])[C:4]([NH:6][CH3:7])=[O:5].FC1C=C(C2C3CN(C(OC(C)(C)C)=O)CCC=3NN=2)C=CC=1F.C=O>>[F:27][C:25]1[CH:26]=[C:21]([C:13]2[C:14]3[CH2:15][NH:16][CH2:17][CH2:18][C:19]=3[N:11]([C:9]([NH:8][C@@H:3]([C:2]([CH3:31])([CH3:30])[CH3:1])[C:4]([NH:6][CH3:7])=[O:5])=[O:10])[N:12]=2)[CH:22]=[CH:23][C:24]=1[F:28]. Procedure details: Compound 52 was prepared according to the procedure described for the synthesis of compound 37 by replacing intermediate 19 with intermediate 15, without the reductive amination step with formaldehyde. 1H NMR (CDCl3) δ 7.92 (d, J=9.4 Hz, 1H), 7.50-7.55 (m, 1H), 7.37-7.40 (m, 1H), 7.19-7.26 (m, 1H), 6.10 (br, 1H), 4.15 (d, J=9.4 Hz, 1H), 4.04 (s, 1H), 3.09-3.15 (m, 4H), 2.85 (d, J=4.8 Hz, 3H), 1.06 (s, 9H). LCMS (+ESI) m/z=406.2 [M+H]+. Solvent: C(Cl)Cl (CH2Cl2), C(Cl)Cl (CH2Cl2). Yields the product C(C(=C)C)(=O)OCCCP(O[Si](C)(C)C)(O[Si](C)(C)C)=O (di(trimethylsilyl) 3-methacryloyloxypropylphosphonate), liquid. Reactants: C(C(=C)C)(=O)OCCCP(OCC)(OCC)=O (diethyl 3-methacryloyloxypropylphosphonate), C[Si](C)(C)Br (trimethylsilyl bromide). RXN SMILES: [C:1]([O:6][CH2:7][CH2:8][CH2:9][P:10](=[O:17])([O:14]CC)[O:11]CC)(=[O:5])[C:2]([CH3:4])=[CH2:3].[CH3:18][Si:19](Br)([CH3:21])[CH3:20]>C(Cl)Cl>[C:1]([O:6][CH2:7][CH2:8][CH2:9][P:10](=[O:17])([O:14][Si:19]([CH3:21])([CH3:20])[CH3:18])[O:11][Si:19]([CH3:21])([CH3:20])[CH3:18])(=[O:5])[C:2]([CH3:4])=[CH2:3]. Reported procedure: To a solution of diethyl 3-methacryloyloxypropylphosphonate (28.2 g; 0.107 moles) in CH2Cl2 (60 g) is added dropwise a solution of trimethylsilyl bromide (34.4 g; 0.225 moles) in CH2Cl2 (22 g) at room temperature. The mixture is refluxed for 5 hours. The solvent is evaporated under vacuum to give di(trimethylsilyl) 3-methacryloyloxypropylphosphonate as a clear, colorless liquid (37.9 g). 1H NMR (CDCl3, δ ppm) 0.01 (s, 9H, CH3—Si), 1.41-1.55 (m, 2H, CH2—P), 1.59-1.73 (m, 2H, CH2—CH2—P), 1.66 (d, ... Starting materials: CC1=C(C(=CC=C1)C)NC(=O)C1N(CCCC1)C(=O)OCC1=CC=CC=C1 (Cbz-piperidine-2-carboxylic acid (2,6-dimethyl-phenyl)-amide). Reagents/catalysts: [Pd] (Pd/C). Solvent: CO (MeOH). Reaction conditions: time 30 minute. Yields the product CC1=C(C(=CC=C1)C)NC(=O)C1NCCCC1 (piperidine-2-carboxylic acid (2,6-dimethyl-phenyl)-amide). Yield: 92.0%. RXN SMILES: [CH3:1][C:2]1[CH:7]=[CH:6][CH:5]=[C:4]([CH3:8])[C:3]=1[NH:9][C:10]([CH:12]1[CH2:17][CH2:16][CH2:15][CH2:14][N:13]1C(OCC1C=CC=CC=1)=O)=[O:11]>CO.[Pd]>[CH3:1][C:2]1[CH:7]=[CH:6][CH:5]=[C:4]([CH3:8])[C:3]=1[NH:9][C:10]([CH:12]1[CH2:17][CH2:16][CH2:15][CH2:14][NH:13]1)=[O:11]. Procedure details: Under nitrogen atmosphere in a Parr bottle, 8.2 mmoles of [Cbz-piperidine-2-carboxylic acid (2,6-dimethyl-phenyl)-amide] was dissolved in MeOH (100 mL). 10% Pd/C (0.5 g) was added, and the bottle was agitated under a hydrogen atmosphere (20 psi) for 30 minutes. The catalyst was filtered off using Millipore filter paper (washing with MeOH). The filtrate was concentrated to a thick syrup, yielding 1.75 grams (92% yield) of [piperidine-2-carboxylic acid (2,6-dimethyl-phenyl)-amide] as an off-white ... Reactants: C(=C)N1C(CCC1)=O (vinylpyrrolidone), C(C=C)(=O)O (acrylic acid), N(=NC(C#N)(C)C)C(C#N)(C)C (azobisisobutyronitrile). The solvent is COCC(C)O (propylene glycol monomethyl ether). Yields the product C(C=C)(=O)O.C(=C)N1C(CCC1)=O (acrylic acid vinylpyrrolidone). RXN SMILES: [CH:1]([N:3]1[CH2:7][CH2:6][CH2:5][C:4]1=[O:8])=[CH2:2].[C:9]([OH:13])(=[O:12])[CH:10]=[CH2:11].N(C(C)(C)C#N)=NC(C)(C)C#N>COCC(O)C>[C:9]([OH:13])(=[O:12])[CH:10]=[CH2:11].[CH:1]([N:3]1[CH2:7][CH2:6][CH2:5][C:4]1=[O:8])=[CH2:2] |f:4.5|. Reported procedure: 58.5 g of vinylpyrrolidone (P-6-1), 70.5 g of acrylic acid (P-6-2), and 9.0 g azobisisobutyronitrile were dissolved in propylene glycol monomethyl ether and reacted at 80° C. for 9 hours to polymerize monomers. The polymerization product was purified by precipitation from hexane to obtain 110 g of a poly(acrylic acid/vinylpyrrolidone) copolymer with an Mw of 5,600 and Mw/Mn of 1.62. This copolymer is indicated as a resin P-6. Starting materials: [K+], c1cc2n(n1)CCN2, O=[N+]([O-])[O-], O=S(=O)(O)O. The product is O=[N+]([O-])c1cnn2c1NCC2. As a reaction SMILES: [K+:9].[NH:1]1[CH2:2][CH2:3][n:4]2[n:5][cH:6][cH:7][c:8]21.[O-:10][N+:11]([O-:12])=[O:13].[S:14](=[O:15])(=[O:16])([OH:17])[OH:18]>>[NH:1]1[CH2:2][CH2:3][n:4]2[n:5][cH:6][c:7]([N+:11](=[O:10])[O-:12])[c:8]21. Reactants: Cn1nc(Cl)cc(Br)c1=O, O=C([O-])[O-], CC(C)N1CCN(c2ccc(N)nc2)CC1, [Cs+], [Cs+], O=C(C=Cc1ccccc1)C=Cc1ccccc1, C1COCCO1, O=C(C=Cc1ccccc1)C=Cc1ccccc1, O=C(C=Cc1ccccc1)C=Cc1ccccc1, [Pd], [Pd], CC1(C)c2cccc(P(c3ccccc3)c3ccccc3)c2Oc2c(P(c3ccccc3)c3ccccc3)cccc21. The product is CC(C)N1CCN(c2ccc(Nc3cc(Cl)nn(C)c3=O)nc2)CC1. Reaction SMILES: [Br:17][c:18]1[c:19](=[O:26])[n:20]([CH3:25])[n:21][c:22]([Cl:24])[cH:23]1.[C:27](=[O:28])([O-:29])[O-:30].[CH:1]([CH3:2])([CH3:3])[N:4]1[CH2:5][CH2:6][N:7]([c:10]2[cH:11][cH:12][c:13]([NH2:16])[n:14][cH:15]2)[CH2:8][CH2:9]1.[Cs+:31].[Cs+:32].[O:113]=[C:114]([CH:115]=[CH:116][c:117]1[cH:118][cH:119][cH:120][cH:121][cH:122]1)[CH:123]=[CH:124][c:125]1[cH:126][cH:127][cH:128][cH:129][cH:130]1.[O:131]1[CH2:132][CH2:133][O:134][CH2:135][CH2:136]1.[O:77]=[C:78]([CH:79]=[CH:80][c:81]1[cH:82][cH:83][cH:84][cH:85][cH:86]1)[CH:87]=[CH:88][c:89]1[cH:90][cH:91][cH:92][cH:93][cH:94]1.[O:95]=[C:96]([CH:97]=[CH:98][c:99]1[cH:100][cH:101][cH:102][cH:103][cH:104]1)[CH:105]=[CH:106][c:107]1[cH:108][cH:109][cH:110][cH:111][cH:112]1.[Pd:75].[Pd:76].[c:33]1([P:34]([c:35]2[cH:36][cH:37][cH:38][cH:39][cH:40]2)[c:41]2[c:42]3[c:66]([cH:67][cH:68][cH:69]2)[C:63]([CH3:64])([CH3:65])[c:45]2[c:44]([c:49]([P:50]([c:51]4[cH:52][cH:53][cH:54][cH:55][cH:56]4)[c:57]4[cH:58][cH:59][cH:60][cH:61][cH:62]4)[cH:48][cH:47][cH:46]2)[O:43]3)[cH:70][cH:71][cH:72][cH:73][cH:74]1>>[CH:1]([CH3:2])([CH3:3])[N:4]1[CH2:5][CH2:6][N:7]([c:10]2[cH:11][cH:12][c:13]([NH:16][c:18]3[c:19](=[O:26])[n:20]([CH3:25])[n:21][c:22]([Cl:24])[cH:23]3)[n:14][cH:15]2)[CH2:8][CH2:9]1. The reactants are ClC=1C(=C(C=CC1)[C@@](CCCCOC)(O)[C@H]1CN(CCC1)C(=O)N[C@H]([C@H](CNC(OCC[Si](C)(C)C)=O)O)CC1CCCCC1)F (2-(trimethylsilyl)ethyl (2S,3S)-3-((R)-3-((S)-1-(3-chloro-2-fluorophenyl)-1-hydroxy-5-methoxypentyl)piperidine-1-carboxamido)-4-cyclohexyl-2-hydroxybutylcarbamate). Run in C(C)#N (acetonitrile), [F-].C(C)[N+](CC)(CC)CC (tetraethylammonium fluoride). Run at temperature 50 celsius, time 2 hour. Product: NC[C@@H]([C@H](CC1CCCCC1)NC(=O)N1C[C@@H](CCC1)[C@](CCCCOC)(O)C1=C(C(=CC=C1)Cl)F)O ((R)-N-((2S,3S)-4-amino-1-cyclohexyl-3-hydroxybutan-2-yl)-3-((S)-1-(3-chloro-2-fluorophenyl)-1-hydroxy-5-methoxy-pentyl)piperidine-1-carboxamide). Isolated yield 117.0%. Reaction SMILES: [Cl:1][C:2]1[C:3]([F:46])=[C:4]([C@:8]([C@@H:16]2[CH2:21][CH2:20][CH2:19][N:18]([C:22]([NH:24][C@@H:25]([CH2:39][CH:40]3[CH2:45][CH2:44][CH2:43][CH2:42][CH2:41]3)[C@@H:26]([OH:38])[CH2:27][NH:28]C(=O)OCC[Si](C)(C)C)=[O:23])[CH2:17]2)([OH:15])[CH2:9][CH2:10][CH2:11][CH2:12][O:13][CH3:14])[CH:5]=[CH:6][CH:7]=1>C(#N)C.[F-].C([N+](CC)(CC)CC)C>[NH2:28][CH2:27][C@H:26]([OH:38])[C@@H:25]([NH:24][C:22]([N:18]1[CH2:19][CH2:20][CH2:21][C@@H:16]([C@@:8]([C:4]2[CH:5]=[CH:6][CH:7]=[C:2]([Cl:1])[C:3]=2[F:46])([OH:15])[CH2:9][CH2:10][CH2:11][CH2:12][O:13][CH3:14])[CH2:17]1)=[O:23])[CH2:39][CH:40]1[CH2:45][CH2:44][CH2:43][CH2:42][CH2:41]1 |f:2.3|. Procedure: To a solution of 2-(trimethylsilyl)ethyl (2S,3S)-3-((R)-3-((S)-1-(3-chloro-2-fluorophenyl)-1-hydroxy-5-methoxypentyl)piperidine-1-carboxamido)-4-cyclohexyl-2-hydroxybutylcarbamate (25.8 mg, 0.038 mmol) in acetonitrile (2 mL), tetraethylammonium fluoride (excess) was added. The resulting solution was stirred at 50° C. for 2 h, and purified directly with preparative HPLC to give (R)-N-((2S,3S)-4-amino-1-cyclohexyl-3-hydroxybutan-2-yl)-3-((S)-1-(3-chloro-2-fluorophenyl)-1-hydroxy-5-methoxy-pentyl)p... Starting materials: COC(=O)C1C(O[Si](C)(C)C(C)(C)C)CCN1C(=O)Nc1ccc(C#N)c(Cl)c1C, COC(=O)C1CC(O)CN1C(=O)Nc1ccc(C#N)c(Cl)c1C. The product is COC(=O)C1CC(O[Si](C)(C)C(C)(C)C)CN1C(=O)Nc1ccc(C#N)c(Cl)c1C. Reaction SMILES: [CH3:24][O:25][C:26]([CH:27]1[CH:28]([O:29][Si:34]([CH3:35])([CH3:36])[C:37]([CH3:38])([CH3:39])[CH3:40])[CH2:30][CH2:31][N:32]1[C:33]([NH:41][c:42]1[cH:43][cH:44][c:45]([C:46]#[N:47])[c:48]([Cl:49])[c:50]1[CH3:51])=[O:52])=[O:53].[Cl:1][c:2]1[c:3]([CH3:23])[c:4]([NH:10][C:11](=[O:12])[N:13]2[CH:14]([C:19](=[O:20])[O:21][CH3:22])[CH2:15][CH:16]([OH:18])[CH2:17]2)[cH:5][cH:6][c:7]1[C:8]#[N:9]>>[Cl:1][c:2]1[c:3]([CH3:23])[c:4]([NH:10][C:11](=[O:12])[N:13]2[CH:14]([C:19](=[O:20])[O:21][CH3:22])[CH2:15][CH:16]([O:18][Si:34]([CH3:35])([CH3:36])[C:37]([CH3:38])([CH3:39])[CH3:40])[CH2:17]2)[cH:5][cH:6][c:7]1[C:8]#[N:9]. The reactants are [H-].[Na+] (Sodium hydride), [Cl-] (chloride), C1(=CC=CC=C1)O (phenol), BrC1=CSC=C1 (3-bromothiophene). Run in N1=CC=CC=C1 (pyridine). Yields the product O(C1=CC=CC=C1)C1=CSC=C1 (3-phenoxy-thiophene). Isolated yield 73.0%. Reaction SMILES: [Cl-].[C:2]1([OH:8])[CH:7]=[CH:6][CH:5]=[CH:4][CH:3]=1.Br[C:10]1[CH:14]=[CH:13][S:12][CH:11]=1.[H-].[Na+]>N1C=CC=CC=1>[O:8]([C:10]1[CH:14]=[CH:13][S:12][CH:11]=1)[C:2]1[CH:7]=[CH:6][CH:5]=[CH:4][CH:3]=1 |f:3.4|. Reported procedure: Couprous chloride (3.08 g, 31.1 mmol) and phenol (8.78 g, 93.3 mmol) were sequentially added to a solution of 3-bromothiophene (5.06 g, 31.1 mmol) in pyridine (150 ml). Sodium hydride (3.73 g, 93.3 mmol, 60% dispersion in mineral oil) was then slowly added. The reaction was heated at reflux for 20 hours under Argon. The pyridine was removed under reduced pressure. The residue was diluted with EtO (200 ml) and washed with 1N NaOH (3×100 ml), 1N HCl (2×150 ml) and 1N NaOH (150 ml). The organic lay... As a reaction SMILES: [CH3:22][I:23].[CH3:25][CH2:26][O:27][CH2:28][CH3:29].[CH3:30][N:31]([CH3:32])[CH:33]=[O:34].[Cl:1][c:2]1[cH:3][cH:4][c:5]2[c:6]([cH:21]1)[C:7]([c:13]1[cH:14][cH:15][cH:16][cH:17][cH:18]1)([O:19][CH3:20])[N:8]=[CH:9][C:10](=[O:12])[NH:11]2.[H-:35].[Na+:36].[OH2:24]>>[Cl:1][c:2]1[cH:3][cH:4][c:5]2[c:6]([cH:21]1)[C:7]([c:13]1[cH:14][cH:15][cH:16][cH:17][cH:18]1)([O:19][CH3:20])[N:8]=[CH:9][C:10](=[O:12])[N:11]2[CH3:25]. Starting materials: CI, CCOCC, CN(C)C=O, COC1(c2ccccc2)N=CC(=O)Nc2ccc(Cl)cc21, [H-], [Na+], O. Yields the product COC1(c2ccccc2)N=CC(=O)N(C)c2ccc(Cl)cc21.